Dataset: the Open Reaction Database (ORD), a public repository of structured organic reaction records. Task: describe an organic reaction: reactants, conditions, products, and yield The reactants are intermediate, Br (hydrobromic acid), CC(=O)O (AcOH), FC(OC=1C(=C(C=CC1)/C=C/C=1N=C2SC=CN2C1C(=O)OCC)O)F (Ethyl 6-{(E)-2-[3-(difluoromethoxy)-2-hydroxyphenyl]vinyl}imidazo[2,1-b][1,3]thiazole-5-carboxylate). Product: FC(OC=1C(=C(C=CC1)/C=C/C=1N=C2N(C=CC=C2)C1C(=O)OCC)O)F (Ethyl 2-{(E)-2-[3-(difluoromethoxy)-2-hydroxyphenyl]vinyl}imidazo[1,2-a]pyridine-3-carboxylate). RXN SMILES: Br.[F:2][CH:3]([F:27])[O:4][C:5]1[C:6]([OH:26])=[C:7](/[CH:11]=[CH:12]/[C:13]2[N:14]=[C:15]3[N:19]([C:20]=2[C:21]([O:23][CH2:24][CH3:25])=[O:22])[CH:18]=[CH:17]S3)[CH:8]=[CH:9][CH:10]=1.[CH3:28][C:29](O)=O>>[F:2][CH:3]([F:27])[O:4][C:5]1[C:6]([OH:26])=[C:7](/[CH:11]=[CH:12]/[C:13]2[N:14]=[C:15]3[CH:29]=[CH:28][CH:17]=[CH:18][N:19]3[C:20]=2[C:21]([O:23][CH2:24][CH3:25])=[O:22])[CH:8]=[CH:9][CH:10]=1. Procedure details: The Step 1 intermediate (4.3 g, 9.674 mmol) was treated with 48% hydrobromic acid (20 mL) in glacial AcOH (20 mL) as described in Intermediate 6 gave 3.1 g of the product as white solid; 1H NMR (300 MHz, DMSO-d6) δ 1.44 (t, J=7.2 Hz, 3H), 4.44 (q, J=7.2 Hz, 2H), 6.92 (d, J=7.8 Hz, 1H), 7.12 (t, J=74.1 Hz, 1H), 7.15-7.22 (m, 2H), 7.48 (d, J=7.8 Hz, 1H), 7.57 (t, J=7.8 Hz, 1H), 7.75 (d, J=9.3 Hz, 1H), 7.95 (d, J=16.2 Hz, 1H), 8.08 (d, J=15.9 Hz, 1H), 9.24 (d, J=6.9 Hz, 1H), 9.83 (br, 1H); APCI-MS ... Reactants: 85, [Cl-].[Al+3].[Cl-].[Cl-] (aluminium chloride), FC1=CC=CC=C1 (fluorobenzene), Cl (hydrochloric acid), FC1=CC=C(C=C1)CC#N (4-fluorobenzeneacetonitrile), BrBr (bromine). Conditions: time 30 minute. Product: FC1=CC=C(C=C1)C(C#N)C1=CC=C(C=C1)F (4-fluoro-α-(4-fluorophenyl)benzeneacetonitrile), intermediate 13. RXN SMILES: [F:1][C:2]1[CH:7]=[CH:6][C:5]([CH2:8][C:9]#[N:10])=[CH:4][CH:3]=1.BrBr.[Cl-].[Al+3].[Cl-].[Cl-].[F:17][C:18]1[CH:23]=[CH:22][CH:21]=[CH:20][CH:19]=1.Cl>>[F:1][C:2]1[CH:7]=[CH:6][C:5]([CH:8]([C:21]2[CH:22]=[CH:23][C:18]([F:17])=[CH:19][CH:20]=2)[C:9]#[N:10])=[CH:4][CH:3]=1 |f:2.3.4.5|. Procedure details: 70 Parts of 4-fluorobenzeneacetonitrile were heated at 120° C. and there were added dropwise 83 parts of bromine and stirring was continued for 30 minutes. The resulting reaction mixture was added dropwise to a stirred mixture (room temperature) of 85 parts of aluminium chloride and 200 parts of fluorobenzene (exothermic reaction: temperature rises to 50° C.). After stirring for 30 minutes at 50° C., the reaction mixture was poured onto a mixture of crushed ice and 75 parts of hydrochloric acid ... RXN SMILES: CC1C=C[C:5]([N:18]2[C:26]3[C:21](=[CH:22][CH:23]=[CH:24][CH:25]=3)[CH2:20]C2)=[C:6]([NH:8]C(N2CCN(C)CC2)=O)C=1>P(Cl)(Cl)(Cl)=O>[NH:18]1[C:26]2[CH:25]=[CH:24][CH:23]=[CH:22][C:21]=2[CH:20]=[N:8][CH:6]=[CH:5]1. Run in P(=O)(Cl)(Cl)Cl (phosphorus oxychloride). Product: 13.5, N1C=CN=CC2=C1C=CC=C2 ([1,4]-benzodiazepine). Starting materials: 35.1, CC=1C=CC(=C(C1)NC(=O)N1CCN(CC1)C)N1CCC2=CC=CC=C12 (N-[5-methyl-2-(2,3-dihydro-1H-indol-1-yl)phenyl]-4-methyl-1-piperazinecarboxamide). Reported procedure: A stirred mixture of 35.1 (0.10 mole) of N-[5-methyl-2-(2,3-dihydro-1H-indol-1-yl)phenyl]-4-methyl-1-piperazinecarboxamide of Example 5c in 500 ml of phosphorus oxychloride was refluxed for 6 hours under nitrogen, then cooled to room temperature. The excess phosphorus oxychloride was removed at aspirator pressur with gentle warming. The residue was chilled in an ice-bath (with exclusion of moisture), and then treated first with 250 ml of ice-cold 2N-NaOH, then with 500 ml of chloroform. The mixt... Reactants: C(C1=CC=CC=C1)(=O)C=1C=CC=C2C=CNC12 (7-benzoylindole), S(=O)(=O)(OC)OC (dimethyl sulfate), [OH-].[K+] (potassium hydroxide). The solvent is CC(=O)C (acetone). Yields the product CN1C=CC2=CC=CC(=C12)C(C1=CC=CC=C1)=O (1-methyl-7-benzoylindole). As a reaction SMILES: [C:1]([C:9]1[CH:10]=[CH:11][CH:12]=[C:13]2[C:17]=1[NH:16][CH:15]=[CH:14]2)(=[O:8])[C:2]1[CH:7]=[CH:6][CH:5]=[CH:4][CH:3]=1.S(OC)(O[CH3:22])(=O)=O.[OH-].[K+]>CC(C)=O>[CH3:22][N:16]1[C:17]2[C:13](=[CH:12][CH:11]=[CH:10][C:9]=2[C:1](=[O:8])[C:2]2[CH:7]=[CH:6][CH:5]=[CH:4][CH:3]=2)[CH:14]=[CH:15]1 |f:2.3|. Procedure details: A mixture of 8.57 g. (38.8 mmoles) of 7-benzoylindole, 5.38 g. (42.7 mmoles) of dimethyl sulfate and 5.12 g. of 85% potassium hydroxide in 40 ml. of acetone was heated to reflux for 75 minutes. The mixture was poured into 500 ml. of water and extracted with methylene chloride. The organic phase was separated, dried and concentrated. The residue was chromatographed on silica gel using methylene chloride-hexane as the eluant. The fractions containing the product were combined and concentrated to d... The reactants are Cl.C[C@@H]1C[C@H](NC1)C(=S)O ((trans)-4- methylthio-L-proline, hydrochloride), S(=O)(Cl)Cl (thionyl chloride), Cl.CN1[C@H](C(=S)OC)CCC1 (methylthio-L-proline, methyl ester, hydrochloride). Solvent: CO (methanol), CO (methanol). The product is Cl.CS[C@@H]1C[C@H](NC1)C(=O)OC ((trans)-4-(Methylthio)-L-proline, methyl ester, hydrochloride). As a reaction SMILES: Cl.C[C@H]1CN[C@H]([C:8](O)=[S:9])C1.S(Cl)([Cl:13])=[O:12].Cl.C[N:17]1[CH2:25][CH2:24][CH2:23][C@H:18]1[C:19]([O:21][CH3:22])=S>CO>[ClH:13].[CH3:8][S:9][C@H:24]1[CH2:25][NH:17][C@H:18]([C:19]([O:21][CH3:22])=[O:12])[CH2:23]1 |f:0.1,3.4,6.7|. Reported procedure: To a stirred solution of (trans)-4- methylthio-L-proline, hydrochloride (1.5 g., 7.59 mmole) [Patchett et al., "Studies on Hydroxyproline", JACS, Vol. 79, p. 185-192 (1957)] in 40 ml. of methanol at -30° under argon is added 3.32 ml. (6 eq.) of thionyl chloride dropwise over 5 minutes. The reaction mixture is worked up according to the procedure of Example 95(e). Recrystallization from acetonitrile/ether gives 630 mg. of (trans)-4- (methylthio-L-proline, methyl ester, hydrochloride as a colorles... Reactants: C1(C=CCC1)=O (2-Cyclopenten-1-one), [Li]C(C)(C)C (t-BuLi). Solvent: C1CCOC1 (THF). Conditions: temperature 20 celsius. Yields the product C(C)(C)(C)C1=CCC=C1 (2-tert-butylcyclopentadiene). The yield is 20.2%. Reaction SMILES: [C:1]1(=O)[CH2:5][CH2:4][CH:3]=[CH:2]1.[Li][C:8]([CH3:11])([CH3:10])[CH3:9]>C1COCC1>[C:8]([C:1]1[CH:2]=[CH:3][CH2:4][CH:5]=1)([CH3:11])([CH3:10])[CH3:9]. Procedure: 2-Cyclopenten-1-one (14.2 mL, 0.17 mol) was added dropwise over about 30 min. at about -78° C. to t-BuLi (340 mmol) in dry THF (450 mL). The reaction was allowed to warm to about 20° C. and then chilled to about -78° C. to quench with NH4Cl (18.2 g). Solvent was removed in vacuo and the residue was partitioned between Et2O (300 mL) and brine (100 mL). The organic phase was washed with brine, dried over MgSO4 (s), filtered and concentrated in vacuo. The residue of crude 1-tert-butylcyclopent-2-en... Reactants: [Br-].ClC1=C(C[P+](C2=CC=CC=C2)(C2=CC=CC=C2)C2=CC=CC=C2)C(=CC=C1)Cl (2,6-Dichlorobenzyltriphenylphosphonium bromide), O=C1N(C(C2=CC=CC=C12)=O)CCCC=1C=C(C=O)C=CC1 (3-(3-(1,3-dioxoisoindolin-2-yl)propyl)benzaldehyde). The product is ClC1=C(/C=C/C=2C=C(C=CC2)CCCN2C(C3=CC=CC=C3C2=O)=O)C(=CC=C1)Cl ((E)-2-(3-(3-(2,6-dichlorostyryl)phenyl)propyl)isoindoline-1,3-dione). Reaction SMILES: [Br-].[Cl:2][C:3]1[CH:28]=[CH:27][CH:26]=[C:25]([Cl:29])[C:4]=1[CH2:5][P+](C1C=CC=CC=1)(C1C=CC=CC=1)C1C=CC=CC=1.[O:30]=[C:31]1[C:39]2[C:34](=[CH:35][CH:36]=[CH:37][CH:38]=2)[C:33](=[O:40])[N:32]1[CH2:41][CH2:42][CH2:43][C:44]1[CH:45]=[C:46]([CH:49]=[CH:50][CH:51]=1)[CH:47]=O>>[Cl:29][C:25]1[CH:26]=[CH:27][CH:28]=[C:3]([Cl:2])[C:4]=1/[CH:5]=[CH:47]/[C:46]1[CH:45]=[C:44]([CH2:43][CH2:42][CH2:41][N:32]2[C:33](=[O:40])[C:34]3[C:39](=[CH:38][CH:37]=[CH:36][CH:35]=3)[C:31]2=[O:30])[CH:51]=[CH:50][CH:49]=1 |f:0.1|. Procedure: 2,6-Dichlorobenzyltriphenylphosphonium bromide was coupled with phthalimide 29. Purification by flash chromatography (10 to 50% EtOAc-hexanes gradient) gave (E)-2-(3-(3-(2,6-dichlorostyryl)phenyl)propyl)isoindoline-1,3-dione as a white solid. Yield (0.7041 g, 96%): 1H NMR (400 MHz, DMSO-d6) δ 7.78-7.86 (m, 4H), 7.51 (d, J=8.4 Hz, 2H), 7.44 (s, 1H), 7.37 (d, J=7.6 Hz, 1H), 7.31 (d, J=8.4 Hz, 1H), 7.27 (t, J=7.2 Hz, 1H), 7.18 (d, J=7.6 Hz, 1H), 7.11 (d, J=16.4 Hz, 1H), 7.01 (d, J=16.8 Hz, 1H), 3.6... The reactants are C(C1=CC=CC=C1)OC(NC1CC(CCC1)C1=NC2=C(C(N(C=C2)CC2=CC=CC=C2)=O)N1)=O ([3-(5-benzyl-4-oxo-4,5-dihydro-3H-imidazo[4,5-c]pyridin-2-yl)-cyclohexyl]-carbamic acid benzyl ester), C(=O)([O-])[O-].[Cs+].[Cs+] (Cs2CO3), C(#N)C1=C(CBr)C=CC=C1 (2-cyanobenzyl bromide). The solvent is CN(C)C=O (DMF), CN(C)C=O (DMF), O (water). Reaction conditions: time 17 hour. Product: C(C1=CC=CC=C1)OC(NC1CC(CCC1)C1=NC2=C(C(N(C=C2)CC2=CC=CC=C2)=O)N1CC1=C(C=CC=C1)C#N)=O ({3-[5-benzyl-3-(2-cyano-benzyl)-4-oxo-4,5-dihydro-3H-imidazo[4,5-c]pyridin-2-yl]-cyclohexyl}-carbamic acid benzyl ester). Yield: 66.0%. As a reaction SMILES: [CH2:1]([O:8][C:9](=[O:34])[NH:10][CH:11]1[CH2:16][CH2:15][CH2:14][CH:13]([C:17]2[NH:33][C:20]3[C:21](=[O:32])[N:22]([CH2:25][C:26]4[CH:31]=[CH:30][CH:29]=[CH:28][CH:27]=4)[CH:23]=[CH:24][C:19]=3[N:18]=2)[CH2:12]1)[C:2]1[CH:7]=[CH:6][CH:5]=[CH:4][CH:3]=1.C([O-])([O-])=O.[Cs+].[Cs+].[C:41]([C:43]1[CH:50]=[CH:49][CH:48]=[CH:47][C:44]=1[CH2:45]Br)#[N:42]>CN(C=O)C.O>[CH2:1]([O:8][C:9](=[O:34])[NH:10][CH:11]1[CH2:16][CH2:15][CH2:14][CH:13]([C:17]2[N:33]([CH2:45][C:44]3[CH:47]=[CH:48][CH:49]=[CH:50][C:43]=3[C:41]#[N:42])[C:20]3[C:21](=[O:32])[N:22]([CH2:25][C:26]4[CH:31]=[CH:30][CH:29]=[CH:28][CH:27]=4)[CH:23]=[CH:24][C:19]=3[N:18]=2)[CH2:12]1)[C:2]1[CH:7]=[CH:6][CH:5]=[CH:4][CH:3]=1 |f:1.2.3|. Procedure: To a solution of [3-(5-benzyl-4-oxo-4,5-dihydro-3H-imidazo[4,5-c]pyridin-2-yl)-cyclohexyl]-carbamic acid benzyl ester (0.1 g, 0.22 mmol) in DMF (3 mL) were added Cs2CO3 (0.14 g, 0.44 mmol) and a solution of 2-cyanobenzyl bromide (52 mg, 0.26 mmol) in 3 mL DMF. After stirring for 17 h at room temperature, the reaction mixture was diluted with water (10 mL) and extracted with CH2Cl2. The combined extracts were dried over MgSO4, and concentrated in vacuo. The crude product was purified by flash chr... Starting materials: N1CCCCC1 (Piperidine), C(C1=CC=CC=C1)=O (benzaldehyde), C(CC(=O)C)(=O)OCC (ethyl acetoacetate). Reaction conditions: time 3 day. The product is C(CC(=O)C)(=O)[O-] (acetoacetate), C(C1=CC=CC=C1)=O (benzaldehyde). As a reaction SMILES: [CH:1](=[O:8])[C:2]1[CH:7]=[CH:6][CH:5]=[CH:4][CH:3]=1.[C:9]([O:15]CC)(=[O:14])[CH2:10][C:11]([CH3:13])=[O:12].N1CCCCC1>>[C:9]([O-:15])(=[O:14])[CH2:10][C:11]([CH3:13])=[O:12].[CH:1](=[O:8])[C:2]1[CH:7]=[CH:6][CH:5]=[CH:4][CH:3]=1. Procedure details: The mixture of benzaldehyde (21.22 g) and ethyl acetoacetate (52.06 g) was cooled in an ice bath. Piperidine (3.3 ml) was added with stirring. The resulting mixture was kept at rt for 3 days whereupon it solidifies. The solid was recrystallised from ethanol (100 ml) to give a light yellowish solid (the bis-adduct of acetoacetate to benzaldehyde). The powdered solid was added in portions to 50% NaOH (200 ml) with stirring. The resulting yellow slurry was diluted with ethanol (70 ml) and stirred a... Starting materials: ClCCCS(=O)(=O)N1CCC(CC1)C1=CNC2=C(C=C(C=C12)C1=CC=CC=C1)C(=O)N (3-{1-[(3-chloropropyl)sulfonyl]-4-piperidinyl}-5-phenyl-1H-indole-7-carboxamide), [I-].[Na+] (sodium iodide), C(CCCO)O (1,4-butanediol), C(=O)([O-])[O-].[K+].[K+] (K2CO3). Isolated yield 20.4%. RXN SMILES: Cl[CH2:2][CH2:3][CH2:4][S:5]([N:8]1[CH2:13][CH2:12][CH:11]([C:14]2[C:22]3[C:17](=[C:18]([C:29]([NH2:31])=[O:30])[CH:19]=[C:20]([C:23]4[CH:28]=[CH:27][CH:26]=[CH:25][CH:24]=4)[CH:21]=3)[NH:16][CH:15]=2)[CH2:10][CH2:9]1)(=[O:7])=[O:6].[CH2:32]([OH:37])[CH2:33][CH2:34][CH2:35][OH:36].C([O-])([O-])=O.[K+].[K+].[I-].[Na+]>>[OH:36][CH2:35][CH2:34][CH2:33][CH2:32][O:37][CH2:2][CH2:3][CH2:4][S:5]([N:8]1[CH2:13][CH2:12][CH:11]([C:14]2[C:22]3[C:17](=[C:18]([C:29]([NH2:31])=[O:30])[CH:19]=[C:20]([C:23]4[CH:28]=[CH:27][CH:26]=[CH:25][CH:24]=4)[CH:21]=3)[NH:16][CH:15]=2)[CH2:10][CH2:9]1)(=[O:7])=[O:6] |f:2.3.4,5.6|. Reported procedure: Following the general procedure of example 159, 3-{1-[(3-chloropropyl)sulfonyl]-4-piperidinyl}-5-phenyl-1H-indole-7-carboxamide (40.0 mg, 0.087 mmol), 1,4-butanediol (90 mg, 0.87 mmol), K2CO3 (35.0 mg, 0.35 mmol) and sodium iodide (0.5 mg) were reacted to give the title compound (9.1 mg, 20.4%). The product is OCCCCOCCCS(=O)(=O)N1CCC(CC1)C1=CNC2=C(C=C(C=C12)C1=CC=CC=C1)C(=O)N (3-[1-({3-[(4-hydroxybutyl)oxy]propyl}sulfonyl)-4-piperidinyl]-5-phenyl-1H-indole-7-carboxamide).